Dataset: the Open Reaction Database (ORD), a public repository of structured organic reaction records. Task: describe an organic reaction: reactants, conditions, products, and yield Reactants: CC(=O)O[BH-](OC(C)=O)OC(C)=O, CCOC(C)=O, ClCCCl, FC(F)(CCC1CCNCC1)c1ccccc1, O=C(O)C(C1CCCCC1)N1CC(CN2CCC(CCCN3ONc4ccccc43)CC2)C(c2ccccc2)C1, [Na+]. Product: O=C(O)C(C1CCCCC1)N1CC(CN2CCC(CCC(F)(F)c3ccccc3)CC2)C(c2ccccc2)C1. Reaction SMILES: [C:58]([O:59][BH-:60]([O:61][C:62](=[O:63])[CH3:64])[O:65][C:66](=[O:67])[CH3:68])(=[O:69])[CH3:70].[CH3:76][CH2:77][O:78][C:79]([CH3:80])=[O:81].[Cl:72][CH2:73][CH2:74][Cl:75].[F:41][C:42]([CH2:43][CH2:44][CH:45]1[CH2:46][CH2:47][NH:48][CH2:49][CH2:50]1)([c:51]1[cH:52][cH:53][cH:54][cH:55][cH:56]1)[F:57].[NH:1]1[O:2][N:3]([CH2:4][CH2:5][CH2:6][CH:7]2[CH2:8][CH2:9][N:10]([CH2:15][CH:16]3[CH2:17][N:18]([CH:27]([C:28](=[O:29])[OH:30])[CH:31]4[CH2:32][CH2:33][CH2:34][CH2:35][CH2:36]4)[CH2:19][CH:20]3[c:21]3[cH:22][cH:23][cH:24][cH:25][cH:26]3)[CH2:11][CH2:12]2)[c:13]2[cH:14][cH:37][cH:38][cH:39][c:40]21.[Na+:71]>>[CH2:15]([CH:16]1[CH2:17][N:18]([CH:27]([C:28](=[O:29])[OH:30])[CH:31]2[CH2:32][CH2:33][CH2:34][CH2:35][CH2:36]2)[CH2:19][CH:20]1[c:21]1[cH:22][cH:23][cH:24][cH:25][cH:26]1)[N:48]1[CH2:47][CH2:46][CH:45]([CH2:44][CH2:43][C:42]([F:41])([c:51]2[cH:52][cH:53][cH:54][cH:55][cH:56]2)[F:57])[CH2:50][CH2:49]1. Starting materials: CC1(OC(C(CC1=O)=O)C)C (2,2,6-Trimethylpyran-3,5-dione), C(Cl)(Cl)Cl (chloroform), Cl (hydrochloric acid), C(C)(=O)[O-].C(C)(=O)[O-].C(C)(=O)[O-].BrC1=CC(=C(C=C1)[Pb+3])CC (4-Bromo-2-ethylphenyllead triacetate). The reagents and catalysts are CN(C1=CC=NC=C1)C (4-dimethylaminopyridine). Run in C1(=CC=CC=C1)C (toluene). Run at temperature 80 celsius. The product is BrC1=CC(=C(C=C1)C1C(C(OC(C1=O)C)(C)C)=O)CC (4-(4-bromo-2-ethylphenyl)-2,2,6-trimethylpyran-3,5-dione). Yield: 23.0%. As a reaction SMILES: [CH3:1][C:2]1([CH3:11])[C:7](=[O:8])[CH2:6][C:5](=[O:9])[CH:4]([CH3:10])[O:3]1.C(Cl)(Cl)Cl.C([O-])(=O)C.C([O-])(=O)C.C([O-])(=O)C.[Br:28][C:29]1[CH:34]=[CH:33][C:32]([Pb+3])=[C:31]([CH2:36][CH3:37])[CH:30]=1.Cl>CN(C)C1C=CN=CC=1.C1(C)C=CC=CC=1>[Br:28][C:29]1[CH:34]=[CH:33][C:32]([CH:6]2[C:5](=[O:9])[CH:4]([CH3:10])[O:3][C:2]([CH3:11])([CH3:1])[C:7]2=[O:8])=[C:31]([CH2:36][CH3:37])[CH:30]=1 |f:2.3.4.5|. Reported procedure: 2,2,6-Trimethylpyran-3,5-dione (1 g, 6.4 mmol) and 4-dimethylaminopyridine (3.9 g, 32 mmol) are added to a mixture of chloroform (20 ml) and toluene (5 ml). The reaction mixture is flushed with nitrogen for 15 minutes at ambient temperature. 4-Bromo-2-ethylphenyllead triacetate (4.3 g, 7.57 mmol) is added in one portion and the reaction mixture is stirred and heated to 80° C. (pre-heated oil bath) under an atmosphere of nitrogen for 1 hour. The reaction mixture is cooled to room temperature, aci...